From a dataset of the Open Reaction Database (ORD), a public repository of structured organic reaction records. describe an organic reaction: reactants, conditions, products, and yield The reactants are [OH-].[Na+].CO (Sodium hydroxide methanol), CC1=C(N=C(O1)C1=CC=CC=C1)COC1=CC=C(COC2=NC=CC=C2CC(=O)O)C=C1 (2-[2-[4-[(5-methyl-2-phenyl-4-oxazolyl)methoxy]benzyloxy]-3-pyridyl]acetic acid). Run in CC(=O)C (acetone), CC(=O)C (acetone). Run at temperature 40 celsius, time 30 minute. The product is CC1=C(N=C(O1)C1=CC=CC=C1)COC1=CC=C(COC2=NC=CC=C2CC(=O)[O-])C=C1.[Na+] (sodium 2-[2-[4-[(5-methyl-2-phenyl-4-oxazolyl)methoxy]benzyloxy]-3-pyridyl]acetate). RXN SMILES: [OH-].[Na+:2].CO.[CH3:5][C:6]1[O:10][C:9]([C:11]2[CH:16]=[CH:15][CH:14]=[CH:13][CH:12]=2)=[N:8][C:7]=1[CH2:17][O:18][C:19]1[CH:36]=[CH:35][C:22]([CH2:23][O:24][C:25]2[C:30]([CH2:31][C:32]([OH:34])=[O:33])=[CH:29][CH:28]=[CH:27][N:26]=2)=[CH:21][CH:20]=1>CC(C)=O>[CH3:5][C:6]1[O:10][C:9]([C:11]2[CH:12]=[CH:13][CH:14]=[CH:15][CH:16]=2)=[N:8][C:7]=1[CH2:17][O:18][C:19]1[CH:36]=[CH:35][C:22]([CH2:23][O:24][C:25]2[C:30]([CH2:31][C:32]([O-:34])=[O:33])=[CH:29][CH:28]=[CH:27][N:26]=2)=[CH:21][CH:20]=1.[Na+:2] |f:0.1.2,5.6|. Procedure: 1N Sodium hydroxide-methanol solution (2.4 ml) was added to 2-[2-[4-[(5-methyl-2-phenyl-4-oxazolyl)methoxy]benzyloxy]-3-pyridyl]acetic acid (1.0 g) and the mixture was heated to 40° C. The obtained solution was allowed to cool and acetone (10 ml) was added. The mixture was stirred at room temperature for 30 min and acetone (5 ml) was further added. The mixture was stirred at room temperature for 1 hr, and under ice-cooling for 1 hr. The precipitated crystals were collected by filtration, washed ... Reactants: CCCCc1nc2cnc3ccccc3c2n1CCCN, ClCCl, O=C=Nc1ccccc1. The product is CCCCc1nc2cnc3ccccc3c2n1CCCNC(=O)Nc1ccccc1. Reaction SMILES: [CH2:10]([CH2:11][CH2:12][CH3:13])[c:14]1[n:15]([CH2:27][CH2:28][CH2:29][NH2:30])[c:16]2[c:17]([cH:18][n:19][c:20]3[cH:21][cH:22][cH:23][cH:24][c:25]23)[n:26]1.[Cl:31][CH2:32][Cl:33].[O:1]=[C:2]=[N:3][c:4]1[cH:5][cH:6][cH:7][cH:8][cH:9]1>>[O:1]=[C:2]([NH:3][c:4]1[cH:5][cH:6][cH:7][cH:8][cH:9]1)[NH:30][CH2:29][CH2:28][CH2:27][n:15]1[c:14]([CH2:10][CH2:11][CH2:12][CH3:13])[n:26][c:17]2[c:16]1[c:25]1[c:20]([n:19][cH:18]2)[cH:21][cH:22][cH:23][cH:24]1. Reactants: CO, COC(=O)C1(C)CCC(c2ccc(OCc3ccccc3F)c(OC)c2)N1C(=O)OC(C)(C)C, [Li+], [OH-], O, O. Product: COc1cc(C2CCC(C)(C(=O)O)N2C(=O)OC(C)(C)C)ccc1OCc1ccccc1F. Reaction SMILES: [CH3:38][OH:39].[F:1][c:2]1[c:3]([CH2:8][O:9][c:10]2[c:11]([O:33][CH3:34])[cH:12][c:13]([CH:16]3[CH2:17][CH2:18][C:19]([C:28](=[O:29])[O:30][CH3:31])([CH3:32])[N:20]3[C:21](=[O:22])[O:23][C:24]([CH3:25])([CH3:26])[CH3:27])[cH:14][cH:15]2)[cH:4][cH:5][cH:6][cH:7]1.[Li+:36].[OH-:35].[OH2:37].[OH2:40]>>[F:1][c:2]1[c:3]([CH2:8][O:9][c:10]2[c:11]([O:33][CH3:34])[cH:12][c:13]([CH:16]3[CH2:17][CH2:18][C:19]([C:28](=[O:29])[OH:30])([CH3:32])[N:20]3[C:21](=[O:22])[O:23][C:24]([CH3:25])([CH3:26])[CH3:27])[cH:14][cH:15]2)[cH:4][cH:5][cH:6][cH:7]1. The reactants are Cl.CN(C1=CC=C(C=C1)[C@H]1[C@@H](CNCC1)COC1=CC=C(C=C1)C(F)(F)F)C ((+-) trans 4-(4-dimethylaminophenyl)-3-(4-trifluoromethylphenoxymethyl) piperidine, hydrochloride), C(C)I (ethyl iodide), C(=O)([O-])[O-].[K+].[K+] (K2CO3). The solvent is C(C)O (ethanol). Conditions: temperature 60 celsius. Product: Cl.CN(C1=CC=C(C=C1)[C@H]1[C@@H](CN(CC1)CC)COC1=CC=C(C=C1)C(F)(F)F)C ((+-) trans 4-(4-dimethylaminophenyl)-1-ethyl-3-(4-trifluoromethylphenoxymethyl) piperidine, hydrochloride). Isolated yield 38.0%. RXN SMILES: [ClH:1].[CH3:2][N:3]([CH3:28])[C:4]1[CH:9]=[CH:8][C:7]([C@@H:10]2[CH2:15][CH2:14][NH:13][CH2:12][C@H:11]2[CH2:16][O:17][C:18]2[CH:23]=[CH:22][C:21]([C:24]([F:27])([F:26])[F:25])=[CH:20][CH:19]=2)=[CH:6][CH:5]=1.[CH2:29](I)[CH3:30].C([O-])([O-])=O.[K+].[K+]>C(O)C>[ClH:1].[CH3:2][N:3]([CH3:28])[C:4]1[CH:9]=[CH:8][C:7]([C@@H:10]2[CH2:15][CH2:14][N:13]([CH2:29][CH3:30])[CH2:12][C@H:11]2[CH2:16][O:17][C:18]2[CH:19]=[CH:20][C:21]([C:24]([F:27])([F:25])[F:26])=[CH:22][CH:23]=2)=[CH:6][CH:5]=1 |f:0.1,3.4.5,7.8|. Procedure: Was prepared from (41) (0.35 g) and ethyl iodide (0.4 g) in abs. ethanol (30 ml). heating to 60° C. for 8 h, and subsequently at room temperature for 48 h in the presence of K2CO3 (0.4 g). Purification as described for compound (7) gave a yield of 38% of (42). M.p. 225.8°-228.1° C. RXN SMILES: [CH:11]([N:12]([CH:13]([CH3:14])[CH3:15])[CH2:16][CH3:17])([CH3:18])[CH3:19].[Cl:38][CH2:39][Cl:40].[F:20][C:21]([F:22])([F:23])[S:24]([O:25][Si:26]([CH:27]([CH3:28])[CH3:29])([CH:30]([CH3:31])[CH3:32])[CH:33]([CH3:34])[CH3:35])(=[O:36])=[O:37].[OH:1][CH2:2][CH2:3][CH:4]1[CH2:5][CH2:6][C:7](=[O:10])[CH2:8][CH2:9]1>>[O:1]([CH2:2][CH2:3][CH:4]1[CH2:5][CH2:6][C:7](=[O:10])[CH2:8][CH2:9]1)[Si:26]([CH:27]([CH3:28])[CH3:29])([CH:30]([CH3:31])[CH3:32])[CH:33]([CH3:34])[CH3:35]. Reactants: CCN(C(C)C)C(C)C, ClCCl, CC(C)[Si](OS(=O)(=O)C(F)(F)F)(C(C)C)C(C)C, O=C1CCC(CCO)CC1. Yields the product CC(C)[Si](OCCC1CCC(=O)CC1)(C(C)C)C(C)C.